This data is from the Open Reaction Database (ORD), a public repository of structured organic reaction records. The task is: describe an organic reaction: reactants, conditions, products, and yield Reactants: Cc1noc(C)c1N, CN(C)C=O, C[Si](C)(C)[N-][Si](C)(C)C, COc1ccc(C(=O)Oc2ccc([N+](=O)[O-])cc2)c2cc(C3CCOC3)oc12, [Na+], O. Yields the product COc1ccc(C(=O)Nc2c(C)noc2C)c2cc(C3CCOC3)oc12. RXN SMILES: [CH3:1][c:2]1[n:3][o:4][c:5]([CH3:8])[c:6]1[NH2:7].[CH3:48][N:49]([CH3:50])[CH:51]=[O:52].[CH3:9][Si:10]([N-:11][Si:12]([CH3:13])([CH3:14])[CH3:15])([CH3:16])[CH3:17].[N+:19]([c:20]1[cH:21][cH:22][c:23]([O:28][C:29](=[O:24])[c:31]2[cH:32][cH:33][c:34]([O:45][CH3:46])[c:35]3[c:36]2[cH:37][c:38]([CH:40]2[CH2:41][O:42][CH2:43][CH2:44]2)[o:39]3)[cH:25][cH:26]1)([O-:27])=[O:30].[Na+:18].[OH2:47]>>[CH3:1][c:2]1[n:3][o:4][c:5]([CH3:8])[c:6]1[NH:7][C:29](=[O:28])[c:31]1[cH:32][cH:33][c:34]([O:45][CH3:46])[c:35]2[c:36]1[cH:37][c:38]([CH:40]1[CH2:41][O:42][CH2:43][CH2:44]1)[o:39]2. Yields the product [Cl-], C[N+](C)(C)CC(O)CC(=O)NCCNC(=O)CCn1cnc2c(=O)[nH]cnc21. RXN SMILES: [CH3:16][S:17]([CH3:18])=[O:19].[CH3:35][OH:36].[CH3:37][C:38](=[O:39])[CH3:40].[Cl-:1].[NH2:2][CH2:3][CH2:4][NH:5][C:6]([CH2:7][CH:8]([CH2:9][N+:10]([CH3:11])([CH3:12])[CH3:13])[OH:14])=[O:15].[O:20]=[c:21]1[c:22]2[n:23][cH:24][n:25]([CH2:30][CH2:31][C:32](=[O:33])[OH:34])[c:26]2[n:27][cH:28][nH:29]1>>[Cl-:1].[NH:2]([CH2:3][CH2:4][NH:5][C:6]([CH2:7][CH:8]([CH2:9][N+:10]([CH3:11])([CH3:12])[CH3:13])[OH:14])=[O:15])[C:32]([CH2:31][CH2:30][n:25]1[cH:24][n:23][c:22]2[c:21](=[O:20])[nH:29][cH:28][n:27][c:26]21)=[O:33]. Starting materials: CS(C)=O, CO, CC(C)=O, [Cl-], C[N+](C)(C)CC(O)CC(=O)NCCN, O=C(O)CCn1cnc2c(=O)[nH]cnc21.